This data is from the Open Reaction Database (ORD), a public repository of structured organic reaction records. The task is: describe an organic reaction: reactants, conditions, products, and yield Reactants: CC1=C(C=CC(=C1)F)C1=CC=C(C=C1)OC (4-(2'-methyl-4'-fluorophenyl)-anisole), C(C)(=O)O (acetic acid), I (hydriodic acid). Run in O (Water). The product is CC1=C(C=CC(=C1)F)C1=CC=C(C=C1)O (4-(2'-methyl-4'-fluorophenyl)-phenol). Reaction SMILES: [CH3:1][C:2]1[CH:7]=[C:6]([F:8])[CH:5]=[CH:4][C:3]=1[C:9]1[CH:14]=[CH:13][C:12]([O:15]C)=[CH:11][CH:10]=1.C(O)(=O)C.I>O>[CH3:1][C:2]1[CH:7]=[C:6]([F:8])[CH:5]=[CH:4][C:3]=1[C:9]1[CH:14]=[CH:13][C:12]([OH:15])=[CH:11][CH:10]=1. Procedure: To a solution of 2.1 grams of 4-(2'-methyl-4'-fluorophenyl)-anisole in 50 ml. of boiling acetic acid is added 5 ml. of hydriodic acid and the boiling continued for 3 hours. Water is added and the reaction mixture cooled and the 4-(2'-methyl-4'-fluorophenyl)-phenol crystallizes. Further purification is then achieved by recrystallization of the solid from aqueous ethanol to yield 4-(2'-methyl-4'-fluorophenyl)-phenol.